Dataset: the Open Reaction Database (ORD), a public repository of structured organic reaction records. Task: describe an organic reaction: reactants, conditions, products, and yield Reactants: CS(=O)(=O)Cl (methanesulphonyl chloride), C1(=CC=CC=C1)C(CCO)(CCO)C1=CC=CC=C1 (3,3-diphenyl-l,5-pentanediol). Run in ClCCl (dichloromethane), ClCCl (dichloromethane), C(C)N(CC)CC (triethylamine). Reaction conditions: temperature 20 celsius, time 2 hour. Yields the product C1(=CC=CC=C1)C(CCOS(=O)(=O)C)(CCOS(=O)(=O)C)C1=CC=CC=C1 (3,3-diphenyl-l,5-bis(methanesulphonyloxy)pentane). Reaction SMILES: [CH3:1][S:2](Cl)(=[O:4])=[O:3].[C:6]1([C:12]([C:19]2[CH:24]=[CH:23][CH:22]=[CH:21][CH:20]=2)([CH2:16][CH2:17][OH:18])[CH2:13][CH2:14][OH:15])[CH:11]=[CH:10][CH:9]=[CH:8][CH:7]=1>ClCCl.C(N(CC)CC)C>[C:6]1([C:12]([C:19]2[CH:24]=[CH:23][CH:22]=[CH:21][CH:20]=2)([CH2:13][CH2:14][O:15][S:2]([CH3:1])(=[O:4])=[O:3])[CH2:16][CH2:17][O:18][S:2]([CH3:1])(=[O:4])=[O:3])[CH:7]=[CH:8][CH:9]=[CH:10][CH:11]=1. Procedure: A solution of 62 cm3 of methanesulphonyl chloride in 100 cm3 of dichloromethane is added over 10 minutes to a solution, cooled to -20° C., of 95 g of 3,3-diphenyl-l,5-pentanediol (prepared according to P. EILBRACHT et al., Chem. Ber. 118, 825-839 (1985)) in 950 cm3 of dichloromethane and 113 cm3 of triethylamine. After stirring for 2 hours at 20° C., the reaction mixture is washed with twice 500 cm3 of water, the organic phase is dried over magnesium sulphate and concentrated to dryness under re... Reactants: COCCBr, O=C([O-])[O-], COC(=O)c1ccc(NS(C)(=O)=O)cc1Cl, [Cs+], [Cs+], CN(C)C=O. Yields the product COCCN(c1ccc(C(=O)OC)c(Cl)c1)S(C)(=O)=O. As a reaction SMILES: [Br:1][CH2:2][CH2:3][O:4][CH3:5].[C:6](=[O:7])([O-:8])[O-:9].[Cl:12][c:13]1[c:14]([C:15](=[O:16])[O:17][CH3:18])[cH:19][cH:20][c:21]([NH:23][S:24](=[O:25])(=[O:26])[CH3:27])[cH:22]1.[Cs+:10].[Cs+:11].[O:28]=[CH:29][N:30]([CH3:31])[CH3:32]>>[CH2:2]([CH2:3][O:4][CH3:5])[N:23]([c:21]1[cH:20][cH:19][c:14]([C:15](=[O:16])[O:17][CH3:18])[c:13]([Cl:12])[cH:22]1)[S:24](=[O:25])(=[O:26])[CH3:27]. Starting materials: BrC=1C=CC2=C(N(C=N2)C2CCN(CC2)C(C)=O)C1 (1-(4-(6-bromo-1H-benzo[d]imidazol-1-yl)piperidin-1-yl)ethanone), C1N(CCC2=CC=CC=C12)CC(COC1=CC(=CC=C1)B1OC(C(O1)(C)C)(C)C)O (1-(3,4-dihydroisoquinolin-2(1H)-yl)-3-(3-(4,4,5,5-tetramethyl-1,3,2-dioxaborolan-2-yl)phenoxy)propan-2-ol), C(=O)([O-])[O-].[K+].[K+] (K2CO3). The reagents and catalysts are C1=CC=C(C=C1)P([C-]2C=CC=C2)C3=CC=CC=C3.C1=CC=C(C=C1)P([C-]2C=CC=C2)C3=CC=CC=C3.Cl[Pd]Cl.[Fe+2] (Pd(dppf)Cl2). The solvent is O.O1CCOCC1 (H2O dioxane). Run at temperature 100 celsius. Product: C1N(CCC2=CC=CC=C12)CC(COC=1C=C(C=CC1)C=1C=CC2=C(N(C=N2)C2CCN(CC2)C(C)=O)C1)O (1-(4-(6-(3-(3-(3,4-dihydroisoquinolin-2(1H)-yl)-2-hydroxypropoxy)phenyl)-1H-benzo[d]imidazol-1-yl)piperidin-1-yl)ethanone), C(=O)[O-] (formate). Yield: 158.3%. As a reaction SMILES: Br[C:2]1[CH:3]=[CH:4][C:5]2[N:9]=[CH:8][N:7]([CH:10]3[CH2:15][CH2:14][N:13]([C:16](=[O:18])[CH3:17])[CH2:12][CH2:11]3)[C:6]=2[CH:19]=1.[CH2:20]1[C:29]2[C:24](=[CH:25][CH:26]=[CH:27][CH:28]=2)[CH2:23][CH2:22][N:21]1[CH2:30][CH:31]([OH:49])[CH2:32][O:33][C:34]1[CH:39]=[CH:38][CH:37]=[C:36](B2OC(C)(C)C(C)(C)O2)[CH:35]=1.[C:50]([O-])([O-:52])=[O:51].[K+].[K+]>O.O1CCOCC1.C1C=CC(P(C2C=CC=CC=2)[C-]2C=CC=C2)=CC=1.C1C=CC(P(C2C=CC=CC=2)[C-]2C=CC=C2)=CC=1.Cl[Pd]Cl.[Fe+2]>[CH2:20]1[C:29]2[C:24](=[CH:25][CH:26]=[CH:27][CH:28]=2)[CH2:23][CH2:22][N:21]1[CH2:30][CH:31]([OH:49])[CH2:32][O:33][C:34]1[CH:35]=[C:36]([C:2]2[CH:3]=[CH:4][C:5]3[N:9]=[CH:8][N:7]([CH:10]4[CH2:15][CH2:14][N:13]([C:16](=[O:18])[CH3:17])[CH2:12][CH2:11]4)[C:6]=3[CH:19]=2)[CH:37]=[CH:38][CH:39]=1.[CH:50]([O-:52])=[O:51] |f:2.3.4,5.6,7.8.9.10|. Procedure details: A mixture of 1-(4-(6-bromo-1H-benzo[d]imidazol-1-yl)piperidin-1-yl)ethanone (56 mg, 0.174 mmol), 1-(3,4-dihydroisoquinolin-2(1H)-yl)-3-(3-(4,4,5,5-tetramethyl-1,3,2-dioxaborolan-2-yl)phenoxy)propan-2-ol (71 mg, 0.174 mmol), Pd(dppf)Cl2 (13 mg, 0.018 mmol) and K2CO3 (72 mg, 0.521 mmol) in H2O-dioxane (11 mL/3 mL) was stirred at 100° C. under microwave heating for 15 min. The reaction mixture was then concentrated and the residue purified by HPLC separation to yield the desired title compound as a... Starting materials: C(C1=CC=CC=C1)N (benzylamine), ClC=1C2=C(N=C(N1)C=1C=NC=CC1)SC(=C2C)C (4-chloro-2-(pyridin-3-yl)-5,6-dimethyl-thieno-[2,3-d]-pyrimidine). The product is N1=CC(=CC=C1)C=1N=C(C2=C(N1)SC(=C2C)C)NCC2=CC=CC=C2 (2-(pyridin-3-yl)-4-benzylamino-5,6-dimethyl-thieno-[2,3-d]-pyrimidine). RXN SMILES: [CH2:1]([NH2:8])[C:2]1[CH:7]=[CH:6][CH:5]=[CH:4][CH:3]=1.Cl[C:10]1[C:11]2[C:24]([CH3:25])=[C:23]([CH3:26])[S:22][C:12]=2[N:13]=[C:14]([C:16]2[CH:17]=[N:18][CH:19]=[CH:20][CH:21]=2)[N:15]=1>>[N:18]1[CH:19]=[CH:20][CH:21]=[C:16]([C:14]2[N:15]=[C:10]([NH:8][CH2:1][C:2]3[CH:7]=[CH:6][CH:5]=[CH:4][CH:3]=3)[C:11]3[C:24]([CH3:25])=[C:23]([CH3:26])[S:22][C:12]=3[N:13]=2)[CH:17]=1. Reported procedure: With the procedure of Example 1, the reaction of benzylamine with 4-chloro-2-(pyridin-3-yl)-5,6-dimethyl-thieno-[2,3-d]-pyrimidine yields 2-(pyridin-3-yl)-4-benzylamino-5,6-dimethyl-thieno-[2,3-d]-pyrimidine. Reactants: OC1=CC(=C(C(=C1)C)C1C(C2C3CCC(C2C1=O)CC3)=O)C (2-(4-hydroxy-2,6-dimethylphenyl)hexahydro-4,7-ethanoindene-1,3-dione), ClC=1C=C(C(=NC1)F)F (5-chloro-2,3-difluoropyridine), C([O-])([O-])=O.[K+].[K+] (potassium carbonate), Cl (hydrochloric acid). Solvent: N,N-dimethylaminopyridine. Reaction conditions: temperature 140 celsius. Yields the product ClC=1C=C(C(=NC1)OC1=CC(=C(C(=C1)C)C1C(C2C3CCC(C2C1=O)CC3)=O)C)F (2-[4-(5-chloro-3-fluoropyridin-2-yloxy)-2,6-dimethylphenyl]hexahydro-4,7-ethanoindene-1,3-dione). RXN SMILES: [OH:1][C:2]1[CH:7]=[C:6]([CH3:8])[C:5]([CH:9]2[C:17](=[O:18])[CH:16]3[CH:11]([CH:12]4[CH2:20][CH2:19][CH:15]3[CH2:14][CH2:13]4)[C:10]2=[O:21])=[C:4]([CH3:22])[CH:3]=1.[Cl:23][C:24]1[CH:25]=[C:26]([F:31])[C:27](F)=[N:28][CH:29]=1.C(=O)([O-])[O-].[K+].[K+].Cl>>[Cl:23][C:24]1[CH:25]=[C:26]([F:31])[C:27]([O:1][C:2]2[CH:3]=[C:4]([CH3:22])[C:5]([CH:9]3[C:10](=[O:21])[CH:11]4[CH:16]([CH:15]5[CH2:19][CH2:20][CH:12]4[CH2:13][CH2:14]5)[C:17]3=[O:18])=[C:6]([CH3:8])[CH:7]=2)=[N:28][CH:29]=1 |f:2.3.4|. Procedure details: To a mixture of 2-(4-hydroxy-2,6-dimethylphenyl)hexahydro-4,7-ethanoindene-1,3-dione (0.40 g, 0.0013 mol), 5-chloro-2,3-difluoropyridine (0.20 g, 0.0013 mol) and potassium carbonate (0.40 g, 0.0029 mol) is added N,N-dimethylaminopyridine (10 ml), and the reaction mixture is then heated at 140° C. for 40 minutes under microwave irradiation. After cooling to room temperature 2M aqueous hydrochloric acid is added, and the crude product is extracted with ethyl acetate. The organic phase is separated...